This data is from the Open Reaction Database (ORD), a public repository of structured organic reaction records. The task is: describe an organic reaction: reactants, conditions, products, and yield The reactants are C(CC)N(C1CC2=CC(=C(C=C2C1)C(=O)[O-])C(=O)[O-])CCC (2-(dipropylamino)-2,3-dihydro-1H-indene-5,6-dicarboxylate), S1C(=CC=C1)CN (2-thiophene-methylamine), Cl (HCl). The product is C(CC)N(C1CC=2C(=CC=3C(N(C(C3C2)=O)CC=2SC=CC2)=O)C1)CCC (6-(Dipropylamino)-6,7-dihydro-2-(2-thienylmethyl)cyclopent[f]isoindole-1,3(2H,5H)-dione). RXN SMILES: [CH2:1]([N:4]([CH2:20][CH2:21][CH3:22])[CH:5]1[CH2:13][C:12]2[C:7](=[CH:8][C:9]([C:17]([O-])=[O:18])=[C:10]([C:14]([O-:16])=O)[CH:11]=2)[CH2:6]1)[CH2:2][CH3:3].[S:23]1[CH:27]=[CH:26][CH:25]=[C:24]1[CH2:28][NH2:29].Cl>>[CH2:20]([N:4]([CH2:1][CH2:2][CH3:3])[CH:5]1[CH2:13][C:12]2=[CH:11][C:10]3[C:14](=[O:16])[N:29]([CH2:28][C:24]4[S:23][CH:27]=[CH:26][CH:25]=4)[C:17](=[O:18])[C:9]=3[CH:8]=[C:7]2[CH2:6]1)[CH2:21][CH3:22]. Reported procedure: Using procedure 49, 2-(dipropylamino)-2,3-dihydro-1H-indene-5,6-dicarboxylate (92, 0.35 g, 1.0 mmol) was treated with 2-thiophene-methylamine (0.13 mL, 1.3 mmol). Purification using silica gel, eluting with 3:1 CH2Cl2/acetone, afforded an oil that was converted to an HCl salt and recrystallized from hot MeOH/EtOAc to give 119 as a white solid (m.p. 220-225° C.).